From a dataset of the Open Reaction Database (ORD), a public repository of structured organic reaction records. describe an organic reaction: reactants, conditions, products, and yield Reactants: C1CCNCC1, CCc1nn(-c2cccc(Br)c2)c(CC)c1C(=O)OC, C#CCCCC, [Cu]I, [Pd], c1ccc(P(c2ccccc2)c2ccccc2)cc1, c1ccc(P(c2ccccc2)c2ccccc2)cc1, c1ccc(P(c2ccccc2)c2ccccc2)cc1, c1ccc(P(c2ccccc2)c2ccccc2)cc1. Product: CCCCC#Cc1cccc(-n2nc(CC)c(C(=O)OC)c2CC)c1. Reaction SMILES: [CH2:27]1[CH2:28][CH2:29][NH:30][CH2:31][CH2:32]1.[CH3:1][O:2][C:3](=[O:4])[c:5]1[c:6]([CH2:19][CH3:20])[n:7][n:8](-[c:12]2[cH:13][c:14]([Br:18])[cH:15][cH:16][cH:17]2)[c:9]1[CH2:10][CH3:11].[CH:21]#[C:22][CH2:23][CH2:24][CH2:25][CH3:26].[Cu:33][I:34].[Pd:35].[c:36]1([P:37]([c:38]2[cH:39][cH:40][cH:41][cH:42][cH:43]2)[c:44]2[cH:45][cH:46][cH:47][cH:48][cH:49]2)[cH:50][cH:51][cH:52][cH:53][cH:54]1.[c:55]1([P:56]([c:57]2[cH:58][cH:59][cH:60][cH:61][cH:62]2)[c:63]2[cH:64][cH:65][cH:66][cH:67][cH:68]2)[cH:69][cH:70][cH:71][cH:72][cH:73]1.[c:74]1([P:75]([c:76]2[cH:77][cH:78][cH:79][cH:80][cH:81]2)[c:82]2[cH:83][cH:84][cH:85][cH:86][cH:87]2)[cH:88][cH:89][cH:90][cH:91][cH:92]1.[c:93]1([P:94]([c:95]2[cH:96][cH:97][cH:98][cH:99][cH:100]2)[c:101]2[cH:102][cH:103][cH:104][cH:105][cH:106]2)[cH:107][cH:108][cH:109][cH:110][cH:111]1>>[CH3:1][O:2][C:3](=[O:4])[c:5]1[c:6]([CH2:19][CH3:20])[n:7][n:8](-[c:12]2[cH:13][c:14]([C:21]#[C:22][CH2:23][CH2:24][CH2:25][CH3:26])[cH:15][cH:16][cH:17]2)[c:9]1[CH2:10][CH3:11]. Starting materials: C=O (formaldehyde), C(=O)(O)[O-].[Na+] (NaHCO3), N1CCC(CC1)C1=CC=C(C=C1)C=1NC(C=2N(C1)C=CC2)=O (3-(4-Piperidin-4-yl-phenyl)-2H-pyrrolo[1,2-a]pyrazin-1-one), C(#N)[BH3-].[Na+] (Sodium cyanoborohydride). The solvent is C(C)#N (acetonitrile), O (water). Conditions: time 5 minute. Yields the product CN1CCC(CC1)C1=CC=C(C=C1)C=1NC(C=2N(C1)C=CC2)=O (3-[4-(1-methyl-piperidin-4-yl)-phenyl]-2H-pyrrolo[1,2-a]pyrazin-1-one). Reaction SMILES: [NH:1]1[CH2:6][CH2:5][CH:4]([C:7]2[CH:12]=[CH:11][C:10]([C:13]3[NH:14][C:15](=[O:22])[C:16]4[N:17]([CH:19]=[CH:20][CH:21]=4)[CH:18]=3)=[CH:9][CH:8]=2)[CH2:3][CH2:2]1.C=O.[C:25]([BH3-])#N.[Na+].C([O-])(O)=O.[Na+]>C(#N)C.O>[CH3:25][N:1]1[CH2:2][CH2:3][CH:4]([C:7]2[CH:8]=[CH:9][C:10]([C:13]3[NH:14][C:15](=[O:22])[C:16]4[N:17]([CH:19]=[CH:20][CH:21]=4)[CH:18]=3)=[CH:11][CH:12]=2)[CH2:5][CH2:6]1 |f:2.3,4.5|. Procedure: 3-(4-Piperidin-4-yl-phenyl)-2H-pyrrolo[1,2-a]pyrazin-1-one (50.0 mg; 0.17 mmol) is dissolved in acetonitrile (1.5 mL), 35% aqueous formaldehyde solution (67.0 μl; 0.84 mmol) is added and the reaction mixture is stirred for 5 min. Sodium cyanoborohydride (21.2 mg; 0.34 mmol) is added in small portions and the reaction stirred for 2 h. The reaction mixture is diluted with water, treated with saturated NaHCO3 solution and extracted with ethylacetate (three times). The combined organic layers are wa...